This data is from the Open Reaction Database (ORD), a public repository of structured organic reaction records. The task is: describe an organic reaction: reactants, conditions, products, and yield Yields the product CC(C)OP(=O)(CCc1cc(-c2nn(C)c(C(F)(F)F)c2Cl)c(F)cc1Cl)OC(C)C. As a reaction SMILES: [CH3:34][C:35](=[O:36])[O-:37].[CH3:40][CH2:41][OH:42].[Cl:1][C:2](=[CH:3][c:4]1[c:5]([Cl:22])[cH:6][c:7]([F:21])[c:8](-[c:10]2[n:11][n:12]([CH3:20])[c:13]([C:16]([F:17])([F:18])[F:19])[c:14]2[Cl:15])[cH:9]1)[P:23]([O:24][CH:25]([CH3:26])[CH3:27])([O:28][CH:29]([CH3:30])[CH3:31])=[O:32].[H:38][H:39].[Na+:33].[Pd:43]>>[CH2:2]([CH2:3][c:4]1[c:5]([Cl:22])[cH:6][c:7]([F:21])[c:8](-[c:10]2[n:11][n:12]([CH3:20])[c:13]([C:16]([F:17])([F:18])[F:19])[c:14]2[Cl:15])[cH:9]1)[P:23]([O:24][CH:25]([CH3:26])[CH3:27])([O:28][CH:29]([CH3:30])[CH3:31])=[O:32]. Reactants: CC(=O)[O-], CCO, CC(C)OP(=O)(OC(C)C)C(Cl)=Cc1cc(-c2nn(C)c(C(F)(F)F)c2Cl)c(F)cc1Cl, [H][H], [Na+], [Pd].